From a dataset of the Open Reaction Database (ORD), a public repository of structured organic reaction records. describe an organic reaction: reactants, conditions, products, and yield Starting materials: N1CCC2(CC1)CSC1=C(O2)C2=CC=CC=C2C(C1=O)=O (spiro[naphtho[1,2-b][1,4]oxathiine-2,4′-piperidine]-5,6-dione), BrC1C=CCCC1 (3-bromocyclohexene). The product is C1(C=CCCC1)N1CCC2(CC1)CSC1=C(O2)C2=CC=CC=C2C(C1=O)=O (1′-cyclohex-2-en-1-ylspiro[naphtho[1,2-b][1,4]oxathiine-2,4′-piperidine]-5,6-dione). Reaction SMILES: [NH:1]1[CH2:6][CH2:5][C:4]2([O:11][C:10]3[C:12]4[C:17]([C:18](=[O:21])[C:19](=[O:20])[C:9]=3[S:8][CH2:7]2)=[CH:16][CH:15]=[CH:14][CH:13]=4)[CH2:3][CH2:2]1.Br[CH:23]1[CH2:28][CH2:27][CH2:26][CH:25]=[CH:24]1>>[CH:28]1([N:1]2[CH2:2][CH2:3][C:4]3([O:11][C:10]4[C:12]5[C:17]([C:18](=[O:21])[C:19](=[O:20])[C:9]=4[S:8][CH2:7]3)=[CH:16][CH:15]=[CH:14][CH:13]=5)[CH2:5][CH2:6]2)[CH2:27][CH2:26][CH2:25][CH:24]=[CH:23]1. Reported procedure: Compound 135 was synthesized using spiro[naphtho[1,2-b][1,4]oxathiine-2,4′-piperidine]-5,6-dione, 3-bromocyclohexene and conditions outlined in procedure V. LCMS: 382 [M+H]; Rt=0.94 min. The reactants are COC1=C(NC(CC(C(C)(C)SCC)=O)=O)C=C(C=C1)[N+](=O)[O-] (2'-methoxy-5'-nitro-(2-ethylthio-2methylpropionyl)acetanilide), reduced iron, C(C)(=O)[O-].[Na+] (sodium acetate), C(C)(C)(CC)C1=C(OC(C(=O)Cl)CC)C=CC(=C1)C(C)(C)CC (2-(2,4-di-tert-amylphenoxy)butyryl chloride). The solvent is C(C)(=O)O (acetic acid). Reaction conditions: temperature 90 celsius. Yields the product COC1=C(NC(CC(C(C)(C)SCC)=O)=O)C=C(C=C1)NC(C(CC)OC1=C(C=C(C=C1)C(C)(C)CC)C(C)(C)CC)=O (2'-Methoxy-5'-[2-(2,4-di-tert-amylphenoxy)butyramido]-(2-ethylthio-2-methylpropionyl)acetanilide). Yield: 75.0%. RXN SMILES: [CH3:1][O:2][C:3]1[CH:20]=[CH:19][C:18]([N+:21]([O-])=O)=[CH:17][C:4]=1[NH:5][C:6](=[O:16])[CH2:7][C:8](=[O:15])[C:9]([S:12][CH2:13][CH3:14])([CH3:11])[CH3:10].C([O-])(=O)C.[Na+].[C:29]([C:34]1[CH:46]=[C:45]([C:47]([CH2:50][CH3:51])([CH3:49])[CH3:48])[CH:44]=[CH:43][C:35]=1[O:36][CH:37]([CH2:41][CH3:42])[C:38](Cl)=[O:39])([CH2:32][CH3:33])([CH3:31])[CH3:30]>C(O)(=O)C>[CH3:1][O:2][C:3]1[CH:20]=[CH:19][C:18]([NH:21][C:38](=[O:39])[CH:37]([O:36][C:35]2[CH:43]=[CH:44][C:45]([C:47]([CH2:50][CH3:51])([CH3:49])[CH3:48])=[CH:46][C:34]=2[C:29]([CH2:32][CH3:33])([CH3:31])[CH3:30])[CH2:41][CH3:42])=[CH:17][C:4]=1[NH:5][C:6](=[O:16])[CH2:7][C:8](=[O:15])[C:9]([S:12][CH2:13][CH3:14])([CH3:11])[CH3:10] |f:1.2|. Procedure details: A mixture of 82 g of 2'-methoxy-5'-nitro-(2-ethylthio-2methylpropionyl)acetanilide obtained in Synthesis Example 3 and 800 ml of glacial acetic acid was heated to 90° C. To the mixture, 80 g of reduced iron was gradually added over a four minute period under a nitrogen atmosphere and with stirring. The reaction mixture was cooled to room temperature, and 24.1 g of sodium acetate and then 97 g of 2-(2,4-di-tert-amylphenoxy)butyryl chloride were added, and the mixture was stirred vigorously for 1 ... As a reaction SMILES: [CH3:26][N:27]([CH3:28])[CH:29]=[O:30].[ClH:25].[H-:1].[I:23][CH3:24].[N+:3](=[O:4])([O-:5])[c:6]1[cH:7][c:8]([C:9](=[O:10])[NH:11][c:12]2[cH:13][c:14]([Cl:19])[cH:15][c:16]([Cl:18])[cH:17]2)[cH:20][cH:21][cH:22]1.[Na+:2]>>[N+:3](=[O:4])([O-:5])[c:6]1[cH:7][c:8]([C:9](=[O:10])[N:11]([c:12]2[cH:13][c:14]([Cl:19])[cH:15][c:16]([Cl:18])[cH:17]2)[CH3:24])[cH:20][cH:21][cH:22]1. Yields the product CN(C(=O)c1cccc([N+](=O)[O-])c1)c1cc(Cl)cc(Cl)c1. Starting materials: CN(C)C=O, Cl, [H-], CI, O=C(Nc1cc(Cl)cc(Cl)c1)c1cccc([N+](=O)[O-])c1, [Na+]. Starting materials: O=C1N(CCC1(C1=CC=CC=C1)C1=CC=CC=C1)CC(=O)OCC (Ethyl 2-(2-oxo-3,3-diphenylpyrrolidin-1-yl)acetate), [OH-].[Li+] (lithium hydroxide). Run in C(C)O (ethanol), O (water). Run at temperature 80 celsius. Product: O=C1N(CCC1(C1=CC=CC=C1)C1=CC=CC=C1)CC(=O)O (2-(2-Oxo-3,3-diphenylpyrrolidin-1-yl)acetic acid). Reaction SMILES: [O:1]=[C:2]1[C:6]([C:13]2[CH:18]=[CH:17][CH:16]=[CH:15][CH:14]=2)([C:7]2[CH:12]=[CH:11][CH:10]=[CH:9][CH:8]=2)[CH2:5][CH2:4][N:3]1[CH2:19][C:20]([O:22]CC)=[O:21].[OH-].[Li+]>C(O)C.O>[O:1]=[C:2]1[C:6]([C:13]2[CH:14]=[CH:15][CH:16]=[CH:17][CH:18]=2)([C:7]2[CH:12]=[CH:11][CH:10]=[CH:9][CH:8]=2)[CH2:5][CH2:4][N:3]1[CH2:19][C:20]([OH:22])=[O:21] |f:1.2|. Procedure details: The product from Example 21B (0.92 g, 2.84 mmol) was dissolved in ethanol (20 mL). A solution of lithium hydroxide (0.57 g, 23.8 mmol) in water (5 mL) was added, and the reaction was heated to 80° C. for 2 hours. The reaction mixture was cooled to room temperature, concentrated, neutralized with 2 N HCl, and then diluted with ethyl acetate. The organic layer was washed with water and brine, dried over magnesium sulfate, filtered and then concentrated to give the title compound. MS (DCI+) m/z 296... The reactants are [Cu]C#N (copper(I) cyanide), [C-]#N.[K+] (potassium cyanide), ice, N(=O)[O-].[Na+] (sodium nitrite), S(O)(O)(=O)=O (sulfuric acid), [Cl-].[Na+] (sodium chloride), NC=1C(=C(C(=CC1Br)Br)CCC(=O)O)Br (3-(3-amino-2,4,6-tribromophenyl)propionic acid). Run in N (ammonia), C(C)(=O)O (acetic acid). Conditions: temperature 70 celsius, time 10 minute. Product: C(#N)C=1C(=C(C(=CC1Br)Br)CCC(=O)O)Br (3-(3-cyano-2,4,6-tribromophenyl)propionic acid). Yield: 79.3%. As a reaction SMILES: N([O-])=O.[Na+].S(=O)(=O)(O)O.N[C:11]1[C:12]([Br:24])=[C:13]([CH2:19][CH2:20][C:21]([OH:23])=[O:22])[C:14]([Br:18])=[CH:15][C:16]=1[Br:17].[Cu][C:26]#[N:27].[C-]#N.[K+].[Cl-].[Na+]>N.C(O)(=O)C>[C:26]([C:11]1[C:12]([Br:24])=[C:13]([CH2:19][CH2:20][C:21]([OH:23])=[O:22])[C:14]([Br:18])=[CH:15][C:16]=1[Br:17])#[N:27] |f:0.1,5.6,7.8|. Reported procedure: 3.5 g of sodium nitrite is introduced at 5° C. under agitation into 42 ml of concentrated sulfuric acid, stirred for 10 minutes, and then heated to 70° C. until a clear solution is obtained. After cooling to 5° C., 21 ml of glacial acetic acid is added under cooling in an ice bath. Then 16 g of 3-(3-amino-2,4,6-tribromophenyl)propionic acid is introduced in incremental portions between 0° and 5° C., and the mixture is agitated for 2 hours at 5° C. The mixture is poured on 200 g of ice and then u... Starting materials: CC(N)c1cc(C(F)(F)F)cc(C(F)(F)F)c1, CC#N, O=C(Nc1ccc(N=C=S)cn1)c1cscn1. Product: CC(NC(=S)Nc1ccc(NC(=O)c2cscn2)nc1)c1cc(C(F)(F)F)cc(C(F)(F)F)c1. As a reaction SMILES: [CH3:18][CH:19]([NH2:20])[c:21]1[cH:22][c:23]([C:31]([F:32])([F:33])[F:34])[cH:24][c:25]([C:27]([F:28])([F:29])[F:30])[cH:26]1.[CH3:35][C:36]#[N:37].[N:1](=[C:2]=[S:3])[c:4]1[cH:5][cH:6][c:7]([NH:10][C:11](=[O:12])[c:13]2[n:14][cH:15][s:16][cH:17]2)[n:8][cH:9]1>>[NH:1]([C:2](=[S:3])[NH:20][CH:19]([CH3:18])[c:21]1[cH:22][c:23]([C:31]([F:32])([F:33])[F:34])[cH:24][c:25]([C:27]([F:28])([F:29])[F:30])[cH:26]1)[c:4]1[cH:5][cH:6][c:7]([NH:10][C:11](=[O:12])[c:13]2[n:14][cH:15][s:16][cH:17]2)[n:8][cH:9]1. The reactants are BrC1=CC=C(C=C1)C[C@@H](C(=O)OC)OCC1=CC=CC=C1 (methyl (S)-3-(4-bromophenyl)-2-benzyloxypropionate), CNC1=CC(=CC=C1)B1OC(C(O1)(C)C)(C)C (methyl[3-(4,4,5,5-tetramethyl-1,3,2-dioxaborolan-2-yl)phenyl]amine), O (water), P(=O)([O-])([O-])[O-].[K+].[K+].[K+] (potassium phosphate). Reagents/catalysts: C=1C=CC(=CC1)[P](C=2C=CC=CC2)(C=3C=CC=CC3)[Pd]([P](C=4C=CC=CC4)(C=5C=CC=CC5)C=6C=CC=CC6)([P](C=7C=CC=CC7)(C=8C=CC=CC8)C=9C=CC=CC9)[P](C=1C=CC=CC1)(C=1C=CC=CC1)C=1C=CC=CC1 (tetrakis(triphenylphosphine)palladium). The solvent is CN(C=O)C (dimethylformamide). Run at temperature 70 celsius, time 1 hour. The product is C(C1=CC=CC=C1)O[C@H](C(=O)OC)CC1=CC=C(C=C1)C1=CC(=CC=C1)NC (methyl (S)-2-benzyloxy-3-[3′-(methylamino)biphenyl-4-yl]propanoate). Yield: 63.0%. Reaction SMILES: Br[C:2]1[CH:7]=[CH:6][C:5]([CH2:8][C@H:9]([O:14][CH2:15][C:16]2[CH:21]=[CH:20][CH:19]=[CH:18][CH:17]=2)[C:10]([O:12][CH3:13])=[O:11])=[CH:4][CH:3]=1.[CH3:22][NH:23][C:24]1[CH:29]=[CH:28][CH:27]=[C:26](B2OC(C)(C)C(C)(C)O2)[CH:25]=1.P([O-])([O-])([O-])=O.[K+].[K+].[K+].O>CN(C)C=O.C1C=CC([P]([Pd]([P](C2C=CC=CC=2)(C2C=CC=CC=2)C2C=CC=CC=2)([P](C2C=CC=CC=2)(C2C=CC=CC=2)C2C=CC=CC=2)[P](C2C=CC=CC=2)(C2C=CC=CC=2)C2C=CC=CC=2)(C2C=CC=CC=2)C2C=CC=CC=2)=CC=1>[CH2:15]([O:14][C@@H:9]([CH2:8][C:5]1[CH:6]=[CH:7][C:2]([C:26]2[CH:27]=[CH:28][CH:29]=[C:24]([NH:23][CH3:22])[CH:25]=2)=[CH:3][CH:4]=1)[C:10]([O:12][CH3:13])=[O:11])[C:16]1[CH:21]=[CH:20][CH:19]=[CH:18][CH:17]=1 |f:2.3.4.5,^1:56,58,77,96|. Reported procedure: 635 mg (0.55 mmol) of tetrakis(triphenylphosphine)palladium are added to a solution of 4 g (11 mmol) of methyl (S)-3-(4-bromophenyl)-2-benzyloxypropionate and 4 g (17 mmol) of methyl[3-(4,4,5,5-tetramethyl-1,3,2-dioxaborolan-2-yl)phenyl]amine in 25 ml of dimethylformamide. 10 ml of a 2M potassium phosphate solution are added and the reaction mixture is stirred at 70° C. for 1 hour. The reaction is halted by the addition of 50 ml of water and then extraction is carried out with ethyl acetate. The... Reactants: CS(=O)(=O)NC1=CC=C(C=C1)CCOC1=CC=C(C=C2C(NC(S2)=O)=O)C=C1 (5-(4-[2-(4-methanesulfonylaminophenyl)ethoxy]benzylidene)thiazolidine-2,4-dione), C(C)OC(=O)C1=C(NC(=C(C1)C(=O)OCC)C)C (diethyl-1,4-dihydro-2,6-dimethyl-3.5-pyridinedicarboxylate). Run in C1(=CC=CC=C1)C (toluene). Run at temperature 145 celsius, time 45 minute. Yields the product CS(=O)(=O)NC1=CC=C(C=C1)CCOC1=CC=C(C=C1)CC1C(NC(S1)=O)=O (5-([4-[2-(4-Methanesulfonylaminophenyl)ethoxy]phenyl]methyl)thiazolidine-2,4-dione). The yield is 29.7%. Reaction SMILES: [CH3:1][S:2]([NH:5][C:6]1[CH:11]=[CH:10][C:9]([CH2:12][CH2:13][O:14][C:15]2[CH:28]=[CH:27][C:18]([CH:19]=[C:20]3[S:24][C:23](=[O:25])[NH:22][C:21]3=[O:26])=[CH:17][CH:16]=2)=[CH:8][CH:7]=1)(=[O:4])=[O:3].C(OC(C1CC(C(OCC)=O)=C(C)NC=1C)=O)C>C1(C)C=CC=CC=1>[CH3:1][S:2]([NH:5][C:6]1[CH:7]=[CH:8][C:9]([CH2:12][CH2:13][O:14][C:15]2[CH:28]=[CH:27][C:18]([CH2:19][CH:20]3[S:24][C:23](=[O:25])[NH:22][C:21]3=[O:26])=[CH:17][CH:16]=2)=[CH:10][CH:11]=1)(=[O:3])=[O:4]. Procedure: 0.83 g (2 mmole) 5-(4-[2-(4-methanesulfonylaminophenyl)ethoxy]benzylidene)thiazolidine-2,4-dione and 0.65 g (2.6 mmole) diethyl-1,4-dihydro-2,6-dimethyl-3.5-pyridinedicarboxylate was mixed and heated to 145° C. under vacuum. After 45 minutes at 145° C. the reaction mixture was taken off the heat and toluene was added. The toluene solution was decanted off and the solid residue was purified by chromatography on silica gel using dichloromethane:methanol 95:5 as eluent to give 0.25 g (yield 30%) of... Starting materials: CS(=O)(=O)NC1Cc2ccccc2C1, O=C(Cl)CCCCCl. Product: CS(=O)(=O)NC1Cc2ccc(C(=O)CCCCCl)cc2C1. As a reaction SMILES: [CH2:1]1[CH:2]([NH:10][S:11](=[O:12])(=[O:13])[CH3:14])[CH2:3][c:4]2[cH:5][cH:6][cH:7][cH:8][c:9]21.[Cl:15][CH2:16][CH2:17][CH2:18][CH2:19][C:20](=[O:21])[Cl:22]>>[CH2:1]1[CH:2]([NH:10][S:11](=[O:12])(=[O:13])[CH3:14])[CH2:3][c:4]2[cH:5][c:6]([C:20]([CH2:19][CH2:18][CH2:17][CH2:16][Cl:15])=[O:21])[cH:7][cH:8][c:9]21.